Dataset: the Open Reaction Database (ORD), a public repository of structured organic reaction records. Task: describe an organic reaction: reactants, conditions, products, and yield Reactants: C(C)C1=C(C=NC=C1)C(C)=O (1-(4-ethylpyridin-3-yl)ethanone), BrBr (bromine). Yields the product BrCC(=O)C=1C=NC=CC1CC (2-bromo-1-(4-ethylpyridin-3-yl)ethanone). Yield: 85.4%. Reaction SMILES: [CH2:1]([C:3]1[CH:8]=[CH:7][N:6]=[CH:5][C:4]=1[C:9](=[O:11])[CH3:10])[CH3:2].[Br:12]Br>>[Br:12][CH2:10][C:9]([C:4]1[CH:5]=[N:6][CH:7]=[CH:8][C:3]=1[CH2:1][CH3:2])=[O:11]. Procedure: By the reaction in the same manner as in Example 53-ii) using 1-(4-ethylpyridin-3-yl)ethanone (1.68 g) and bromine (1.60 g), the title compound (1.95 g) was obtained as a pale-brown powder. Reactants: ClCC1=CC=C(C=C1)NC(=O)C1=CC2=CC(=CC=C2CC1)C1=CC=CC=C1 (N-[4-(chloromethyl)-phenyl]-7-phenyl-3,4-dihydronaphthalene-2-carboxamide), C(C)C=1C=NC=CC1 (3-ethylpyridine). The solvent is CN(C)C=O (DMF). Run at temperature 70 celsius, time 72 hour. The product is [Cl-].C(C)C=1C=[N+](C=CC1)CC1=CC=C(C=C1)NC(=O)C1=CC2=CC(=CC=C2CC1)C1=CC=CC=C1 (3-ethyl-1-[4-(7-phenyl-3,4-dihydro-naphthalene-2-carboxamido)benzyl]pyridinium chloride). RXN SMILES: [Cl:1][CH2:2][C:3]1[CH:8]=[CH:7][C:6]([NH:9][C:10]([C:12]2[CH2:21][CH2:20][C:19]3[C:14](=[CH:15][C:16]([C:22]4[CH:27]=[CH:26][CH:25]=[CH:24][CH:23]=4)=[CH:17][CH:18]=3)[CH:13]=2)=[O:11])=[CH:5][CH:4]=1.[CH2:28]([C:30]1[CH:31]=[N:32][CH:33]=[CH:34][CH:35]=1)[CH3:29]>CN(C=O)C>[Cl-:1].[CH2:28]([C:30]1[CH:31]=[N+:32]([CH2:2][C:3]2[CH:8]=[CH:7][C:6]([NH:9][C:10]([C:12]3[CH2:21][CH2:20][C:19]4[C:14](=[CH:15][C:16]([C:22]5[CH:27]=[CH:26][CH:25]=[CH:24][CH:23]=5)=[CH:17][CH:18]=4)[CH:13]=3)=[O:11])=[CH:5][CH:4]=2)[CH:33]=[CH:34][CH:35]=1)[CH3:29] |f:3.4|. Reported procedure: In DMF (3ml) was dissolved N-[4-(chloromethyl)-phenyl]-7-phenyl-3,4-dihydronaphthalene-2-carboxamide (160mg), and to the mixture was added 3-ethylpyridine (146 μl). The mixture was stirred at 70° C. for 72 hours and concentrated under reduced pressure. The residue was recrystallized from ethyl acetate-methanol to give 3-ethyl-1-[4-(7-phenyl-3,4-dihydro-naphthalene-2-carboxamido)benzyl]pyridinium chloride (Compound 27) (185mg) as colorless crystals.